Dataset: the Open Reaction Database (ORD), a public repository of structured organic reaction records. Task: describe an organic reaction: reactants, conditions, products, and yield Starting materials: ClC1=C(C=C(C=C1)[C@]1(O)[C@H](OC(C)=O)[C@@H](OC(C)=O)[C@H](OC(C)=O)[C@H](O1)COC(C)=O)CC1=CC=C(C=C1)OC(C)=O (1-chloro-2-(4-acetoxy-benzyl)-4-(2,3,4,6-tetra-O-acetyl-β-D-glucopyranos-1-yl)-benzene), [C-]#N.[Na+] (sodium cyanide), O (water). The reagents and catalysts are [Ni](Br)Br (nickel bromide). The solvent is CN1C(CCC1)=O (N-methyl-2-pyrrolidinone). Run at temperature 220 celsius, time 3 hour. The product is C(#N)C1=C(C=C(C=C1)[C@]1(O)[C@H](O)[C@@H](O)[C@H](O)[C@H](O1)CO)CC1=CC=C(C=C1)O (1-Cyano-2-(4-hydroxy-benzyl)-4-(β-D-glucopyranos-1-yl)-benzene). RXN SMILES: Cl[C:2]1[CH:7]=[CH:6][C:5]([C@:8]2([O:26][C@H:25]([CH2:27][O:28]C(=O)C)[C@@H:20]([O:21]C(=O)C)[C@H:15]([O:16]C(=O)C)[C@H:10]2[O:11]C(=O)C)[OH:9])=[CH:4][C:3]=1[CH2:32][C:33]1[CH:38]=[CH:37][C:36]([O:39]C(=O)C)=[CH:35][CH:34]=1.[C-:43]#[N:44].[Na+].O>CN1CCCC1=O.[Ni](Br)Br>[C:43]([C:2]1[CH:7]=[CH:6][C:5]([C@:8]2([O:26][C@H:25]([CH2:27][OH:28])[C@@H:20]([OH:21])[C@H:15]([OH:16])[C@H:10]2[OH:11])[OH:9])=[CH:4][C:3]=1[CH2:32][C:33]1[CH:34]=[CH:35][C:36]([OH:39])=[CH:37][CH:38]=1)#[N:44] |f:1.2|. Reported procedure: A mixture of 200 mg 1-chloro-2-(4-acetoxy-benzyl)-4-(2,3,4,6-tetra-O-acetyl-β-D-glucopyranos-1-yl)-benzene, 35 mg sodium cyanide and 75 mg nickel bromide in 0.5 mL N-methyl-2-pyrrolidinone is heated in a microwave oven at 220° C. for 15 min. After cooling to room temperature, water is added and the resultant mixture is extracted with ethyl acetate. After drying over sodium sulfate and evaporation of the solvent, the residue is dissolved in 3 mL methanol. 3 mL of 4 M aqueous potassium hydroxide s... Reactants: CC(C)(C)OC(=O)N1CCc2ccc(Cl)c(S)c2CC1, O=C([O-])[O-], ClCc1ccc(OCc2ccccc2)cc1, CC(C)=O, [I-], [K+], [K+], [K+]. Reaction SMILES: [C:1]([CH3:2])([CH3:3])([CH3:4])[O:5][C:6](=[O:7])[N:8]1[CH2:9][CH2:10][c:11]2[c:12]([c:15]([SH:20])[c:16]([Cl:19])[cH:17][cH:18]2)[CH2:13][CH2:14]1.[C:37](=[O:38])([O-:39])[O-:40].[CH2:21]([c:22]1[cH:23][cH:24][cH:25][cH:26][cH:27]1)[O:28][c:29]1[cH:30][cH:31][c:32]([CH2:33][Cl:34])[cH:35][cH:36]1.[CH3:45][C:46](=[O:47])[CH3:48].[I-:44].[K+:41].[K+:42].[K+:43]>>[C:1]([CH3:2])([CH3:3])([CH3:4])[O:5][C:6](=[O:7])[N:8]1[CH2:9][CH2:10][c:11]2[c:12]([c:15]([S:20][CH2:33][c:32]3[cH:31][cH:30][c:29]([O:28][CH2:21][c:22]4[cH:23][cH:24][cH:25][cH:26][cH:27]4)[cH:36][cH:35]3)[c:16]([Cl:19])[cH:17][cH:18]2)[CH2:13][CH2:14]1. The product is CC(C)(C)OC(=O)N1CCc2ccc(Cl)c(SCc3ccc(OCc4ccccc4)cc3)c2CC1. Reactants: O=S(=O)(O)Cl, O=C1Cc2ccccc2N1, O. Yields the product O=C1Cc2cc(S(=O)(=O)Cl)ccc2N1. RXN SMILES: [Cl:11][S:12](=[O:13])(=[O:14])[OH:15].[NH:1]1[C:2](=[O:10])[CH2:3][c:4]2[cH:5][cH:6][cH:7][cH:8][c:9]21.[OH2:16]>>[NH:1]1[C:2](=[O:10])[CH2:3][c:4]2[cH:5][c:6]([S:12]([Cl:11])(=[O:13])=[O:14])[cH:7][cH:8][c:9]21. The reactants are [O-]Cl.[Na+] (NaOCl), SC1=NC(=NS1)C1=CC=C(C=C1)OC (5-mercapto-3-(4-methoxyphenyl)-1,2,4-thiadiazole), [OH-].[NH4+] (ammonium hydroxide). Solvent: O (water), [OH-].[Na+] (sodium hydroxide). Conditions: time 15 minute. Product: COC1=CC=C(C=C1)C1=NSC(=N1)SN (3-(4-Methoxyphenyl)-1,2,4-thiadiazole-5-sulfenamide). Reaction SMILES: [SH:1][C:2]1[S:6][N:5]=[C:4]([C:7]2[CH:12]=[CH:11][C:10]([O:13][CH3:14])=[CH:9][CH:8]=2)[N:3]=1.[O-]Cl.[Na+].[OH-].[NH4+:19]>[OH-].[Na+].O>[CH3:14][O:13][C:10]1[CH:11]=[CH:12][C:7]([C:4]2[N:3]=[C:2]([S:1][NH2:19])[S:6][N:5]=2)=[CH:8][CH:9]=1 |f:1.2,3.4,5.6|. Procedure details: A solution of 25 g of 5-mercapto-3-(4-methoxyphenyl)-1,2,4-thiadiazole in 350 ml of 5% sodium hydroxide and a solution prepared by diluting 220 ml of 5.25% NaOCl to 350 ml with water were added simultaneously to 950 ml of ammonium hydroxide solution while maintaining the mixture at 0°. The resulting mixture was stirred for 15 minutes and the precipitated solid was collected, washed with water and dried (P2O5 /high vacuum) to give 15.6 g of solid, m.p. 136°-139°. Reactants: [N+](=O)(O)[O-] (HNO3), [OH-].[K+] (KOH), CC1(C(CCC2=CC=CC=C12)=O)C (1,1-dimethyl-3,4-dihydronaphthalen-2(1H)-one). The solvent is ice water. Reaction conditions: time 10 minute. The product is CC1(C(CCC2=CC(=CC=C12)[N+](=O)[O-])=O)C (1,1-dimethyl-6-nitro-3,4-dihydronaphthalen-2(1H)-one). Reaction SMILES: [N+:1]([O-:4])(O)=[O:2].[CH3:5][C:6]1([CH3:17])[C:15]2[C:10](=[CH:11][CH:12]=[CH:13][CH:14]=2)[CH2:9][CH2:8][C:7]1=[O:16].[OH-].[K+]>>[CH3:5][C:6]1([CH3:17])[C:15]2[C:10](=[CH:11][C:12]([N+:1]([O-:4])=[O:2])=[CH:13][CH:14]=2)[CH2:9][CH2:8][C:7]1=[O:16] |f:2.3|. Procedure: To 100 mL of HNO3 (90%) at −30° C. was slowly added 12 g 1,1-dimethyl-3,4-dihydronaphthalen-2(1H)-one (Ref.: J. Am. Chem. Soc. (1993), 115, 10628). The mixture was stirred for 10 minutes and slowly poured onto 600 mL of ice water containing 120 g of KOH (more ice was added as necessary to keep the mixture cool). The mixture was extracted with ethyl acetate, dried with sodium sulfate, filtered and concentrated in vacuo. The isomers were separated iterative silica gel column using 20% ethyl acetat... The reactants are Cc1ccc([N+](=O)[O-])cc1NC(=O)c1ccc(Nc2nc(-c3ccccc3)c3ccccc3n2)cc1, CCO, O=CO, O=C[O-], [K+], C1CCOC1. Yields the product Cc1ccc(N)cc1NC(=O)c1ccc(Nc2nc(-c3ccccc3)c3ccccc3n2)cc1. RXN SMILES: [CH3:1][c:2]1[c:3]([NH:11][C:12]([c:13]2[cH:14][cH:15][c:16]([NH:19][c:20]3[n:21][c:22]4[cH:23][cH:24][cH:25][cH:26][c:27]4[c:28](-[c:30]4[cH:31][cH:32][cH:33][cH:34][cH:35]4)[n:29]3)[cH:17][cH:18]2)=[O:36])[cH:4][c:5]([N+:8]([O-:9])=[O:10])[cH:6][cH:7]1.[CH3:49][CH2:50][OH:51].[CH:37]([OH:38])=[O:39].[CH:40]([O-:41])=[O:42].[K+:43].[O:44]1[CH2:45][CH2:46][CH2:47][CH2:48]1>>[CH3:1][c:2]1[c:3]([NH:11][C:12]([c:13]2[cH:14][cH:15][c:16]([NH:19][c:20]3[n:21][c:22]4[cH:23][cH:24][cH:25][cH:26][c:27]4[c:28](-[c:30]4[cH:31][cH:32][cH:33][cH:34][cH:35]4)[n:29]3)[cH:17][cH:18]2)=[O:36])[cH:4][c:5]([NH2:8])[cH:6][cH:7]1.